Dataset: the Open Reaction Database (ORD), a public repository of structured organic reaction records. Task: describe an organic reaction: reactants, conditions, products, and yield Starting materials: C(C1=C(C=CC=C1)SSC1=C(C(=O)Cl)C=CC=C1)(=O)Cl (2,2'-dithiobisbenzoyl chloride), [N+](=O)([O-])C1=C(C=C(N)C=C1)C(F)(F)F (4-nitro-3-(trifluoromethyl)aniline). The solvent is N1=CC=CC=C1 (pyridine), ClCCl (dichloromethane). Yields the product [N+](=O)([O-])C1=C(C=C(C=C1)NC(C1=C(C=CC=C1)SSC1=C(C(=O)NC2=CC(=C(C=C2)[N+](=O)[O-])C(F)(F)F)C=CC=C1)=O)C(F)(F)F (2,2'-Dithiobis[N-[4-nitro-3-(trifluoromethyl)phenyl]benzamide]). The yield is 6.3%. As a reaction SMILES: [C:1](Cl)(=[O:19])[C:2]1[CH:7]=[CH:6][CH:5]=[CH:4][C:3]=1[S:8][S:9][C:10]1[CH:18]=[CH:17][CH:16]=[CH:15][C:11]=1[C:12](Cl)=[O:13].[N+:21]([C:24]1[CH:30]=[CH:29][C:27]([NH2:28])=[CH:26][C:25]=1[C:31]([F:34])([F:33])[F:32])([O-:23])=[O:22]>ClCCl.N1C=CC=CC=1>[N+:21]([C:24]1[CH:30]=[CH:29][C:27]([NH:28][C:1](=[O:19])[C:2]2[CH:7]=[CH:6][CH:5]=[CH:4][C:3]=2[S:8][S:9][C:10]2[CH:18]=[CH:17][CH:16]=[CH:15][C:11]=2[C:12]([NH:28][C:27]2[CH:29]=[CH:30][C:24]([N+:21]([O-:23])=[O:22])=[C:25]([C:31]([F:32])([F:33])[F:34])[CH:26]=2)=[O:13])=[CH:26][C:25]=1[C:31]([F:32])([F:33])[F:34])([O-:23])=[O:22]. Procedure: This compound was prepared according to the general method of Example 77 using 2,2'-dithiobisbenzoyl chloride (2.00 g, 5.83 mmol) in 50 mL of dichloromethane and 4-nitro-3-(trifluoromethyl)aniline (2.39 g, 11.6 mmol) in 19 mL of pyridine. The crude product was recrystallized from ethyl ether to yield 0.25 g of the title compound, mp 167°-169° C. The product is NC(=O)c1nn[nH]c1NC(=O)c1ccccc1. RXN SMILES: [C:1]([c:2]1[cH:3][cH:4][cH:5][cH:6][cH:7]1)(=[O:8])[Cl:9].[NH2:10][c:11]1[c:12]([C:16]([NH2:17])=[O:18])[n:13][n:14][nH:15]1.[Na+:20].[OH-:19]>>[C:1]([c:2]1[cH:3][cH:4][cH:5][cH:6][cH:7]1)(=[O:8])[NH:10][c:11]1[c:12]([C:16]([NH2:17])=[O:18])[n:13][n:14][nH:15]1. Starting materials: O=C(Cl)c1ccccc1, NC(=O)c1nn[nH]c1N, [Na+], [OH-]. Product: OC(C[C@@]1(CCN(C(O1)=O)[C@@H](C)C1=CC=C(C=C1)C=1C=NC(N(C1)C)=O)C1=CC=CC=C1)(C)C ((S)-6-(2-hydroxy-2-methylpropyl)-3-((S)-1-(4-(1-methyl-2-oxo-1,2-dihydropyrimidin-5-yl)phenyl)ethyl)-6-phenyl-1,3-oxazinan-2-one), BrC=1C=NC(N(C1)C)=O (5-bromo-1-methylpyrimidin-2(1H)-one). The reactants are OC(C[C@@]1(CCN(C(O1)=O)[C@@H](C)C1=CC=C(C=C1)B1OC(C(O1)(C)C)(C)C)C1=CC=CC=C1)(C)C ((S)-6-(2-hydroxy-2-methylpropyl)-6-phenyl-3-((S)-1-(4-(4,4,5,5-tetramethyl-1,3,2-dioxaborolan-2-yl)phenyl)ethyl)-1,3-oxazinan-2-one), BrC=1C=NC(N(C1)C)=O (5-bromo-1-methylpyrimidin-2(1H)-one), BrC=1C=NC(=NC1)O (5-bromopyrimidin-2-ol). Procedure details: The title compound was prepared from (S)-6-(2-hydroxy-2-methylpropyl)-6-phenyl-3-((S)-1-(4-(4,4,5,5-tetramethyl-1,3,2-dioxaborolan-2-yl)phenyl)ethyl)-1,3-oxazinan-2-one and 5-bromo-1-methylpyrimidin-2(1H)-one following a procedure analogous to that described in Example 1 Step 3. 5-bromo-1-methylpyrimidin-2(1H)-one was prepared from 5-bromopyrimidin-2-ol following a procedure analogous to that described in Example 1 Step 2. LC-MS Method 2 tR=1.068 min, m/z=462.1; 1H NMR (CD3OD) 0.95 (s, 3H), 1.28... Reaction SMILES: [OH:1][C:2]([CH3:35])([CH3:34])[CH2:3][C@@:4]1([C:28]2[CH:33]=[CH:32][CH:31]=[CH:30][CH:29]=2)[O:9][C:8](=[O:10])[N:7]([C@H:11]([C:13]2[CH:18]=[CH:17][C:16](B3OC(C)(C)C(C)(C)O3)=[CH:15][CH:14]=2)[CH3:12])[CH2:6][CH2:5]1.[Br:36][C:37]1[CH:38]=[N:39][C:40](=[O:44])[N:41]([CH3:43])[CH:42]=1.BrC1C=NC(O)=NC=1>>[OH:1][C:2]([CH3:34])([CH3:35])[CH2:3][C@@:4]1([C:28]2[CH:33]=[CH:32][CH:31]=[CH:30][CH:29]=2)[O:9][C:8](=[O:10])[N:7]([C@H:11]([C:13]2[CH:14]=[CH:15][C:16]([C:37]3[CH:38]=[N:39][C:40](=[O:44])[N:41]([CH3:43])[CH:42]=3)=[CH:17][CH:18]=2)[CH3:12])[CH2:6][CH2:5]1.[Br:36][C:37]1[CH:38]=[N:39][C:40](=[O:44])[N:41]([CH3:43])[CH:42]=1. Reactants: N1C=2C3=C(C=NC2CCC1)C=CC=C3 (1,2,3,4-tetrahydrobenzo[c]-1,5-naphthyridine), ClC1=C(C=CC=C1)CC(=O)Cl (2-chlorophenylacetyl chloride), ClCCl (dichloromethane). The solvent is CCOCC (ether). Conditions: time 8 hour. Yields the product ClC1=C(C=CC=C1)CC(=O)N1C=2C3=C(C=NC2CCC1)C=CC=C3 (1-[(2-Chlorophenyl)acetyl]-1,2,3,4-tetrahydrobenzo[c]-1,5-naphthyridine). RXN SMILES: [NH:1]1[CH2:10][CH2:9][CH2:8][C:7]2[N:6]=[CH:5][C:4]3[CH:11]=[CH:12][CH:13]=[CH:14][C:3]=3[C:2]1=2.[Cl:15][C:16]1[CH:21]=[CH:20][CH:19]=[CH:18][C:17]=1[CH2:22][C:23](Cl)=[O:24].ClCCl>CCOCC>[Cl:15][C:16]1[CH:21]=[CH:20][CH:19]=[CH:18][C:17]=1[CH2:22][C:23]([N:1]1[CH2:10][CH2:9][CH2:8][C:7]2[N:6]=[CH:5][C:4]3[CH:11]=[CH:12][CH:13]=[CH:14][C:3]=3[C:2]1=2)=[O:24]. Procedure: Powdered 1,2,3,4-tetrahydrobenzo[c]-1,5-naphthyridine (8.29 g) was added to ice cold, stirred 2-chlorophenylacetyl chloride (30 ml) without external cooling. A thick suspension of crystalline material formed and a mild exothermic reaction was observed. After stirring overnight at room temperature the suspension was gradually diluted with anhydrous ether to give a tacky solid which formed a gummy mass. On continued stirring the material solidified and disintegrated to give a suspension. The mater...